Dataset: the Open Reaction Database (ORD), a public repository of structured organic reaction records. Task: describe an organic reaction: reactants, conditions, products, and yield The reactants are OC(C=1C=CN=C2C=CC(OC)=CC21)C3N4CCC(C3)C(C4)CC, [Zn].O=S(O)C(F)(F)F. Reagents/catalysts: OOC(C)(C)C. The solvent is O, ClCCCl. Reaction conditions: temperature 25 celsius, time 24 hour. Yields the product O=C(O)C(F)(F)F.FC(F)(F)C1=CC=2N=C(C=C(C2C=C1OC)C(O)C3N4CCC(C3)C(C4)CC)C(C)C. The yield is 30.0%. Run in CO (methanol), CO (methanol). As a reaction SMILES: [CH:1]([N:4]([CH:23]([CH3:25])[CH3:24])[CH2:5][CH2:6][C@@H:7]([C:14]1[CH:19]=[C:18]([CH:20]=O)[CH:17]=[CH:16][C:15]=1[OH:22])[C:8]1[CH:13]=[CH:12][CH:11]=[CH:10][CH:9]=1)([CH3:3])[CH3:2].[CH2:26]([NH2:28])[CH3:27].C([BH3-])#N.[Na+]>CO>[CH:23]([N:4]([CH:1]([CH3:3])[CH3:2])[CH2:5][CH2:6][CH:7]([C:14]1[CH:19]=[C:18]([CH2:20][NH:28][CH2:26][CH3:27])[CH:17]=[CH:16][C:15]=1[OH:22])[C:8]1[CH:9]=[CH:10][CH:11]=[CH:12][CH:13]=1)([CH3:25])[CH3:24] |f:2.3|. Procedure details: (R)-N,N-Diisopropyl-3-(5-formyl-2-hydroxyphenyl)-3-phenylpropanamine (prepared in Example 7.1) (1.23 g, 3.62 mmol) was dissolved in methanol (20 mL). Ethylamine [3.62 mL, 21.7 mmol (6M hydrochloric acid in methanol)] and sodium cyanoborohydride (0.14 g, 2.17 mmol) were added. The mixture was stirred overnight at room temperature. The solvent was evaporated and the residue was chromatographed on silica (toluene-ethyl acetate-triethylamine 7:3:1). The product was dissolved in diethyl ether and hyd... Run at time 8 hour. Product: C(C)(C)N(CCC(C1=CC=CC=C1)C1=C(C=CC(=C1)CNCC)O)C(C)C (N,N-Diisopropyl-3-(5-ethylaminomethyl-2-hydroxyphenyl)-3-phenylpropanamine). Starting materials: C24H36N2O, C(C)N (Ethylamine), C(#N)[BH3-].[Na+] (sodium cyanoborohydride), C(C)(C)N(CC[C@H](C1=CC=CC=C1)C1=C(C=CC(=C1)C=O)O)C(C)C ((R)-N,N-Diisopropyl-3-(5-formyl-2-hydroxyphenyl)-3-phenylpropanamine). Starting materials: ClCC(=O)N[C@H]1CN2C(OC1)=NC(=C2)[N+](=O)[O-] ((S)-2-chloro-N-(2-nitro-6,7-dihydro-5H-imidazo[2,1-b][1,3]oxazin-6-yl)acetamide), FC(OC1=CC=C(OC2CCNCC2)C=C1)(F)F (4-(4-(trifluoromethoxy)phenoxy)piperidine). Yields the product [N+](=O)([O-])C=1N=C2OC[C@H](CN2C1)NC(CN1CCC(CC1)OC1=CC=C(C=C1)OC(F)(F)F)=O ((S)—N-(6,7-dihydro-2-nitro-5H-imidazo[2,1-b][1,3]oxazin-6-yl)-2-(4-(4-(trifluoromethoxy)phenoxy)piperidin-1-yl)acetamide). The yield is 56.0%. Reaction SMILES: Cl[CH2:2][C:3]([NH:5][C@@H:6]1[CH2:11][O:10][C:9]2=[N:12][C:13]([N+:15]([O-:17])=[O:16])=[CH:14][N:8]2[CH2:7]1)=[O:4].[F:18][C:19]([F:35])([F:34])[O:20][C:21]1[CH:33]=[CH:32][C:24]([O:25][CH:26]2[CH2:31][CH2:30][NH:29][CH2:28][CH2:27]2)=[CH:23][CH:22]=1>>[N+:15]([C:13]1[N:12]=[C:9]2[N:8]([CH:14]=1)[CH2:7][C@H:6]([NH:5][C:3](=[O:4])[CH2:2][N:29]1[CH2:30][CH2:31][CH:26]([O:25][C:24]3[CH:23]=[CH:22][C:21]([O:20][C:19]([F:18])([F:34])[F:35])=[CH:33][CH:32]=3)[CH2:27][CH2:28]1)[CH2:11][O:10]2)([O-:17])=[O:16]. Reported procedure: Similar to the manipulation of example 1, with (S)-2-chloro-N-(2-nitro-6,7-dihydro-5H-imidazo[2,1-b][1,3]oxazin-6-yl)acetamide (130 mg, 0.50 mmol) and 4-(4-(trifluoromethoxy)phenoxy)piperidine (275 mg, 1.0 mmol) as crude materials, title compound as 140 mg yellow powder was generated and yield was 56%. Reactants: Clc1ccc(C(OC2CCNCC2)c2ccccc2)cc1, O=[N+]([O-])c1ccccc1OCCCCl. Product: O=[N+]([O-])c1ccccc1OCCCN1CCC(OC(c2ccccc2)c2ccc(Cl)cc2)CC1. Reaction SMILES: [Cl:1][c:2]1[cH:3][cH:4][c:5]([CH:8]([O:9][CH:10]2[CH2:11][CH2:12][NH:13][CH2:14][CH2:15]2)[c:16]2[cH:17][cH:18][cH:19][cH:20][cH:21]2)[cH:6][cH:7]1.[Cl:22][CH2:23][CH2:24][CH2:25][O:26][c:27]1[c:28]([N+:33](=[O:34])[O-:35])[cH:29][cH:30][cH:31][cH:32]1>>[Cl:1][c:2]1[cH:3][cH:4][c:5]([CH:8]([O:9][CH:10]2[CH2:11][CH2:12][N:13]([CH2:23][CH2:24][CH2:25][O:26][c:27]3[c:28]([N+:33](=[O:34])[O-:35])[cH:29][cH:30][cH:31][cH:32]3)[CH2:14][CH2:15]2)[c:16]2[cH:17][cH:18][cH:19][cH:20][cH:21]2)[cH:6][cH:7]1. Starting materials: N1(CCOCC1)C=1N=C(NC(C1)=O)CC(=O)[O-].[Na+] (sodium [4-(morpholin-4-yl)-6-oxo-1,6-dihydropyrimidin-2-yl]acetate), FC(C=1C=C(N)C=CC1F)F (3-(difluoromethyl)-4-fluoroaniline), Cl.CN(CCCN=C=NCC)C (N-[3-(dimethylamino)propyl]-N′-ethylcarbodiimide hydrochloride). The solvent is N1=CC=CC=C1 (pyridine), CN(C=O)C (N,N-dimethylformamide). The product is FC(C=1C=C(C=CC1F)NC(CC=1NC(C=C(N1)N1CCOCC1)=O)=O)F (N-[3-(difluoromethyl)-4-fluorophenyl]-2-[4-(morpholin-4-yl)-6-oxo-1,6-dihydropyrimidin-2-yl]acetamide). The yield is 71.1%. Reaction SMILES: [N:1]1([C:7]2[N:8]=[C:9]([CH2:14][C:15]([O-:17])=O)[NH:10][C:11](=[O:13])[CH:12]=2)[CH2:6][CH2:5][O:4][CH2:3][CH2:2]1.[Na+].[F:19][CH:20]([F:29])[C:21]1[CH:22]=[C:23]([CH:25]=[CH:26][C:27]=1[F:28])[NH2:24].Cl.CN(C)CCCN=C=NCC>N1C=CC=CC=1.CN(C)C=O>[F:29][CH:20]([F:19])[C:21]1[CH:22]=[C:23]([NH:24][C:15](=[O:17])[CH2:14][C:9]2[NH:10][C:11](=[O:13])[CH:12]=[C:7]([N:1]3[CH2:2][CH2:3][O:4][CH2:5][CH2:6]3)[N:8]=2)[CH:25]=[CH:26][C:27]=1[F:28] |f:0.1,3.4|. Procedure: The product is prepared according to the procedure described in example 5, using 250 mg of sodium [4-(morpholin-4-yl)-6-oxo-1,6-dihydropyrimidin-2-yl]acetate, 1.1 g of 3-(difluoromethyl)-4-fluoroaniline (stage 2) and 300 mg of N-[3-(dimethylamino)propyl]-N′-ethylcarbodiimide hydrochloride in a mixture of 2 ml of pyridine and 2 ml of N,N-dimethylformamide. 260 mg of N-[3-(difluoromethyl)-4-fluorophenyl]-2-[4-(morpholin-4-yl)-6-oxo-1,6-dihydropyrimidin-2-yl]acetamide are obtained in the form of a ... Reactants: [H-].[H-].[H-].[H-].[Li+].[Al+3] (LiAlH4), ClC1=CC=C(C=C1)S(=O)(=O)C1(CCC(CC1)NS(=O)(=O)CC(=O)OC)C1=C(C=CC(=C1)F)F ({N-[4-(4-chlorobenzenesulfonyl)-4-(2,5-difluorophenyl)-cyclohexyl]-aminosulfonyl}acetic acid, methyl ester). The solvent is O1CCCC1 (tetrahydrofuran), O1CCCC1 (tetrahydrofuran). Run at time 3 day. Product: ClC1=CC=C(C=C1)S(=O)(=O)C1(CCC(CC1)NS(=O)(=O)CCO)C1=C(C=CC(=C1)F)F (2-hydroxyethanesulfonic acid, N-[4-(4-chlorobenzenesulfonyl)-4-(2,5-difluorophenyl)-cyclohexyl]-amide). Isolated yield 95.1%. Reaction SMILES: [H-].[H-].[H-].[H-].[Li+].[Al+3].[Cl:7][C:8]1[CH:13]=[CH:12][C:11]([S:14]([C:17]2([C:32]3[CH:37]=[C:36]([F:38])[CH:35]=[CH:34][C:33]=3[F:39])[CH2:22][CH2:21][CH:20]([NH:23][S:24]([CH2:27][C:28](OC)=[O:29])(=[O:26])=[O:25])[CH2:19][CH2:18]2)(=[O:16])=[O:15])=[CH:10][CH:9]=1>O1CCCC1>[Cl:7][C:8]1[CH:13]=[CH:12][C:11]([S:14]([C:17]2([C:32]3[CH:37]=[C:36]([F:38])[CH:35]=[CH:34][C:33]=3[F:39])[CH2:18][CH2:19][CH:20]([NH:23][S:24]([CH2:27][CH2:28][OH:29])(=[O:26])=[O:25])[CH2:21][CH2:22]2)(=[O:16])=[O:15])=[CH:10][CH:9]=1 |f:0.1.2.3.4.5|. Procedure details: LiAlH4 (0.29 ml of 1M solution in tetrahydrofuran, 0.29 mmol) in tetrahydrofuran (3 ml) at 0° C. under nitrogen was treated dropwise with a solution of the ester of Example 38 (50 mg, 0.1 mmol) in tetrahydrofuran (9 ml). The reaction mixture was stirred at ambient temperature for 3 days, quenched with aqueous sodium sulfate then partitioned between water and ethyl acetate. The combined organic layers were dried (MgSO4) and evaporated to give a residue (47 mg) which was purified using preparative... Starting materials: BrC=1C(=NC(=NC1)SC)C(=O)O (5-Bromo-2-methylsulfanylpyrimidine-4-carboxylic acid), C(C)(=O)Cl (Acetyl chloride), C(O)([O-])=O.[Na+] (sodium hydrogencarbonate). The solvent is CO (methanol). Conditions: temperature 2.5 celsius, time 5 minute. Product: COC(=O)C1=NC(=NC=C1Br)SC (5-bromo-2-methylsulfanylpyrimidine-4-carboxylic acid methyl ester). Isolated yield 58.3%. Reaction SMILES: [C:1](Cl)(=O)C.[Br:5][C:6]1[C:7]([C:14]([OH:16])=[O:15])=[N:8][C:9]([S:12][CH3:13])=[N:10][CH:11]=1.C(=O)([O-])O.[Na+]>CO>[CH3:1][O:15][C:14]([C:7]1[C:6]([Br:5])=[CH:11][N:10]=[C:9]([S:12][CH3:13])[N:8]=1)=[O:16] |f:2.3|. Procedure details: Acetyl chloride (6.26 ml, 0.088 mol) was added dropwise at 0-5° C. to methanol (100 ml). The mixture was stirred at 0-5° C. for 5 min. 5-Bromo-2-methylsulfanylpyrimidine-4-carboxylic acid (20 g, 0.08 mol) was added in portions at 0-5° C. then the mixture was heated under reflux for 1 h, during which time the slurry dissolved, then it was cooled to ambient temperature and poured into saturated aqueous sodium hydrogencarbonate solution (100 ml). The product was extracted into dichloromethane (3×10... Starting materials: COc1cc2c(cc1[N+](=O)[O-])N(C(C)=O)CC2(C)C, CO, Cl, C1COCCO1. Yields the product COc1cc2c(cc1[N+](=O)[O-])NCC2(C)C. RXN SMILES: [C:1](=[O:2])([CH3:3])[N:4]1[CH2:5][C:6]([CH3:18])([CH3:19])[c:7]2[cH:8][c:9]([O:16][CH3:17])[c:10]([N+:13](=[O:14])[O-:15])[cH:11][c:12]21.[CH3:27][OH:28].[ClH:20].[O:21]1[CH2:22][CH2:23][O:24][CH2:25][CH2:26]1>>[NH:4]1[CH2:5][C:6]([CH3:18])([CH3:19])[c:7]2[cH:8][c:9]([O:16][CH3:17])[c:10]([N+:13](=[O:14])[O-:15])[cH:11][c:12]21. Starting materials: ClC=1C=C(C(=O)Cl)C=C(C1)Cl (3,5-dichlorobenzoyl chloride), ClC1=CC=C2C(=NNC2=C1)N (6-chloro-1H-indazole-3-amine). The solvent is N1=CC=CC=C1 (pyridine). Run at temperature 3 celsius, time 10 minute. The product is ClC1=CC=C2C(=NNC2=C1)NC(C1=CC(=CC(=C1)Cl)Cl)=O (N-[6-chloro-1H-indazol-3-yl]-3,5-dichlorobenzamide). RXN SMILES: [Cl:1][C:2]1[CH:3]=[C:4]([CH:8]=[C:9]([Cl:11])[CH:10]=1)[C:5](Cl)=[O:6].[Cl:12][C:13]1[CH:21]=[C:20]2[C:16]([C:17]([NH2:22])=[N:18][NH:19]2)=[CH:15][CH:14]=1>N1C=CC=CC=1>[Cl:12][C:13]1[CH:21]=[C:20]2[C:16]([C:17]([NH:22][C:5](=[O:6])[C:4]3[CH:3]=[C:2]([Cl:1])[CH:10]=[C:9]([Cl:11])[CH:8]=3)=[N:18][NH:19]2)=[CH:15][CH:14]=1. Procedure: 0.83 cm3 of 3,5-dichlorobenzoyl chloride is added to 1 g of 6-chloro-1H-indazole-3-amine in 15 cm3 of pyridine, after cooling in an ice bath to about 3° C., and the mixture is then stirred for 10 minutes at this temperature and is allowed to return to room temperature over 18 hours. The reaction medium is then concentrated to dryness under reduced pressure (2 kPa; 50° C.) and the residue is taken up in 25 cm3 of ethyl acetate and 25 cm3 of water. The precipitate formed is filtered off and, after...